Dataset: the Open Reaction Database (ORD), a public repository of structured organic reaction records. Task: describe an organic reaction: reactants, conditions, products, and yield Starting materials: CCOC(C)=O, O=[N+]([O-])c1ccc(Oc2ccccc2)c(Cl)c1, O=[Pt]. Yields the product Nc1ccc(Oc2ccccc2)c(Cl)c1. Reaction SMILES: [CH3:18][CH2:19][O:20][C:21](=[O:22])[CH3:23].[Cl:1][c:2]1[cH:3][c:4]([N+:15]([O-:16])=[O:17])[cH:5][cH:6][c:7]1[O:8][c:9]1[cH:10][cH:11][cH:12][cH:13][cH:14]1.[Pt:24]=[O:25]>>[Cl:1][c:2]1[cH:3][c:4]([NH2:15])[cH:5][cH:6][c:7]1[O:8][c:9]1[cH:10][cH:11][cH:12][cH:13][cH:14]1. Starting materials: BrCCBr, COC(=O)Cc1ccc(Br)cc1, CN(C)C=O, [Cl-], [H-], [NH4+], [Na+]. Product: COC(=O)C1(c2ccc(Br)cc2)CC1. Reaction SMILES: [Br:15][CH2:16][CH2:17][Br:18].[Br:3][c:4]1[cH:5][cH:6][c:7]([CH2:10][C:11](=[O:12])[O:13][CH3:14])[cH:8][cH:9]1.[CH3:21][N:22]([CH3:23])[CH:24]=[O:25].[Cl-:19].[H-:1].[NH4+:20].[Na+:2]>>[Br:3][c:4]1[cH:5][cH:6][c:7]([C:10]2([C:11](=[O:12])[O:13][CH3:14])[CH2:16][CH2:17]2)[cH:8][cH:9]1. Starting materials: COC1=C(COCCCOC2=CC=C(C=C2)C2C(CN(CC2)C(=O)OC(C)(C)C)OCC2OC2)C=CC=C1 (tert-butyl 4-{4-[3-(2-methoxybenzyloxy)propoxy]phenyl}-3-oxiranylmethoxypiperidine-1-carboxylate), FC1=C(C=CC=C1)NS(=O)(=O)C1=CC=C(C=C1)C (N-(2-fluorophenyl)-4-methylbenzenesulphonamide), C([O-])([O-])=O.[K+].[K+] (potassium carbonate), [Cl-].[Li+] (lithium chloride), [Cl-].[Li+] (lithium chloride), C([O-])([O-])=O.[K+].[K+] (potassium carbonate). Reagents/catalysts: [Br-].C(C1=CC=CC=C1)[N+](CC)(CC)CC (benzyltriethylammonium bromide), [Br-].C(C1=CC=CC=C1)[N+](CC)(CC)CC (benzyltriethylammonium bromide). Solvent: Cl (HCl), O1CCOCC1 (dioxane). Reaction conditions: temperature 90 celsius, time 17 hour. The product is FC1=C(C=CC=C1)N(CC(COC1CN(CCC1C1=CC=C(C=C1)OCCCOCC1=C(C=CC=C1)OC)C(=O)OC(C)(C)C)O)S(=O)(=O)C1=CC=C(C=C1)C (tert-Butyl 3-{3-[(2-fluorophenyl)(toluene-4-sulphonyl)amino]-2(R,S)-hydroxypropoxy}-4-{4-[3-(2-methoxybenzyloxy)propoxy]phenyl}piperidine-1-carboxylate), SiO2. RXN SMILES: [CH3:1][O:2][C:3]1[CH:38]=[CH:37][CH:36]=[CH:35][C:4]=1[CH2:5][O:6][CH2:7][CH2:8][CH2:9][O:10][C:11]1[CH:16]=[CH:15][C:14]([CH:17]2[CH2:22][CH2:21][N:20]([C:23]([O:25][C:26]([CH3:29])([CH3:28])[CH3:27])=[O:24])[CH2:19][CH:18]2[O:30][CH2:31][CH:32]2[CH2:34][O:33]2)=[CH:13][CH:12]=1.[F:39][C:40]1[CH:45]=[CH:44][CH:43]=[CH:42][C:41]=1[NH:46][S:47]([C:50]1[CH:55]=[CH:54][C:53]([CH3:56])=[CH:52][CH:51]=1)(=[O:49])=[O:48].C(=O)([O-])[O-].[K+].[K+].[Cl-].[Li+]>[Br-].C([N+](CC)(CC)CC)C1C=CC=CC=1.O1CCOCC1.Cl>[F:39][C:40]1[CH:45]=[CH:44][CH:43]=[CH:42][C:41]=1[N:46]([S:47]([C:50]1[CH:51]=[CH:52][C:53]([CH3:56])=[CH:54][CH:55]=1)(=[O:48])=[O:49])[CH2:34][CH:32]([OH:33])[CH2:31][O:30][CH:18]1[CH:17]([C:14]2[CH:13]=[CH:12][C:11]([O:10][CH2:9][CH2:8][CH2:7][O:6][CH2:5][C:4]3[CH:35]=[CH:36][CH:37]=[CH:38][C:3]=3[O:2][CH3:1])=[CH:16][CH:15]=2)[CH2:22][CH2:21][N:20]([C:23]([O:25][C:26]([CH3:29])([CH3:28])[CH3:27])=[O:24])[CH2:19]1 |f:2.3.4,5.6,7.8|. Reported procedure: A suspension of 2.20 g of tert-butyl 4-{4-[3-(2-methoxybenzyloxy)propoxy]phenyl}-3-oxiranylmethoxypiperidine-1-carboxylate, 1.23 g of N-(2-fluorophenyl)-4-methylbenzenesulphonamide, 0.29 g of potassium carbonate, 0.35 g of benzyltriethylammonium bromide and 0.053 g of lithium chloride in 30 ml of dioxane is stirred at 90° C. over 17 hours. After 18 hours, another 0.20 g of lithium chloride, 0.50 g of potassium carbonate and 0.30 g of benzyltriethylammonium bromide are added. After a total of 40 ... Starting materials: COC(=O)C1N(C(CC1)O)C(=O)OC(C)(C)C (5-hydroxy-pyrrolidine-1,2-dicarboxylic acid 1-tert-butyl ester 2-methyl ester), C1(=CC=C(C=C1)S(=O)(=O)O)C (p-toluenesulfonic acid). Run in CO (methanol). Yields the product COC(=O)C1N(C(CC1)OC)C(=O)OC(C)(C)C (5-methoxy-pyrrolidine-1,2-dicarboxylic acid 1-tert-butyl ester 2-methyl ester). Yield: 83.0%. RXN SMILES: [CH3:1][O:2][C:3]([CH:5]1[CH2:9][CH2:8][CH:7]([OH:10])[N:6]1[C:11]([O:13][C:14]([CH3:17])([CH3:16])[CH3:15])=[O:12])=[O:4].[C:18]1(C)C=CC(S(O)(=O)=O)=CC=1>CO>[CH3:1][O:2][C:3]([CH:5]1[CH2:9][CH2:8][CH:7]([O:10][CH3:18])[N:6]1[C:11]([O:13][C:14]([CH3:17])([CH3:16])[CH3:15])=[O:12])=[O:4]. Reported procedure: To a solution of 5-hydroxy-pyrrolidine-1,2-dicarboxylic acid 1-tert-butyl ester 2-methyl ester, 2, (48.1 g, 196 mmol) in methanol (500 mL), is added p-toluenesulfonic acid (1.0 g, 5.8 mmol). Once consumption of the starting material is complete, the solvent is removed under in vacuo and the residue purified over silica (hexanes/ethyl acetate 75:25) to afford 42 g (83% yield) of the desired product as a clear oil. 1H-NMR (300 MHz, CDCl3): δ 5.334–5.142 (m, 1H), 4.36–4.24 (m, 1H), 3.75–3.72 (m, 3H... Starting materials: OCCC1CSC(c2cc3cc(Cl)cc(NC4CCCC4)c3[nH]2)=N1, [H-], I, [Na+], C1CCOC1, c1c[nH]cn1, c1cn[nH]c1. Yields the product Clc1cc(NC2CCCC2)c2[nH]c(C3=NC(CCn4cccn4)CS3)cc2c1. RXN SMILES: [Cl:1][c:2]1[cH:3][c:4]2[cH:5][c:6]([C:17]3=[N:21][CH:20]([CH2:22][CH2:23][OH:24])[CH2:19][S:18]3)[nH:7][c:8]2[c:9]([NH:11][CH:12]2[CH2:13][CH2:14][CH2:15][CH2:16]2)[cH:10]1.[H-:36].[I:25].[Na+:37].[O:38]1[CH2:39][CH2:40][CH2:41][CH2:42]1.[nH:26]1[cH:27][cH:28][n:29][cH:30]1.[nH:31]1[n:32][cH:33][cH:34][cH:35]1>>[Cl:1][c:2]1[cH:3][c:4]2[cH:5][c:6]([C:17]3=[N:21][CH:20]([CH2:22][CH2:23][n:31]4[n:32][cH:33][cH:34][cH:35]4)[CH2:19][S:18]3)[nH:7][c:8]2[c:9]([NH:11][CH:12]2[CH2:13][CH2:14][CH2:15][CH2:16]2)[cH:10]1.